This data is from the Open Reaction Database (ORD), a public repository of structured organic reaction records. The task is: describe an organic reaction: reactants, conditions, products, and yield Starting materials: CNCC1CCOCC1, O=C(O)c1cnc(Nc2cccc(Cl)c2)nc1C(F)(F)F, Cl. The product is CN(CC1CCOCC1)C(=O)c1cnc(Nc2cccc(Cl)c2)nc1C(F)(F)F. As a reaction SMILES: [CH3:23][NH:24][CH2:25][CH:26]1[CH2:27][CH2:28][O:29][CH2:30][CH2:31]1.[Cl:1][c:2]1[cH:3][c:4]([NH:8][c:9]2[n:10][cH:11][c:12]([C:19](=[O:20])[OH:21])[c:13]([C:15]([F:16])([F:17])[F:18])[n:14]2)[cH:5][cH:6][cH:7]1.[ClH:22]>>[Cl:1][c:2]1[cH:3][c:4]([NH:8][c:9]2[n:10][cH:11][c:12]([C:19](=[O:20])[N:24]([CH3:23])[CH2:25][CH:26]3[CH2:27][CH2:28][O:29][CH2:30][CH2:31]3)[c:13]([C:15]([F:16])([F:17])[F:18])[n:14]2)[cH:5][cH:6][cH:7]1.